Dataset: the Open Reaction Database (ORD), a public repository of structured organic reaction records. Task: describe an organic reaction: reactants, conditions, products, and yield Yields the product OC1(c2ccc(C3OCCO3)cc2)CCCCC1. Reaction SMILES: [Br:1][c:2]1[cH:3][cH:4][c:5]([CH:8]2[O:9][CH2:10][CH2:11][O:12]2)[cH:6][cH:7]1.[Mg:13].[O:14]=[C:15]1[CH2:16][CH2:17][CH2:18][CH2:19][CH2:20]1.[O:21]1[CH2:22][CH2:23][CH2:24][CH2:25]1>>[c:2]1([C:15]2([OH:14])[CH2:16][CH2:17][CH2:18][CH2:19][CH2:20]2)[cH:3][cH:4][c:5]([CH:8]2[O:9][CH2:10][CH2:11][O:12]2)[cH:6][cH:7]1. The reactants are Brc1ccc(C2OCCO2)cc1, [Mg], O=C1CCCCC1, C1CCOC1. Starting materials: ClC1=C(C=C(C=C1)CC(C)=O)S(=O)(=O)N (2-Chloro-5-(2-oxo-propyl)-benzenesulfonamide), pyridine hydrobromide perbromide. Solvent: C1CCOC1 (THF). Conditions: time 8 hour. Yields the product BrC(C(C)=O)C=1C=CC(=C(C1)S(=O)(=O)N)Cl (5-(1-Bromo-2-oxo-propyl)-2-chloro-benzenesulfonamide). RXN SMILES: [Cl:1][C:2]1[CH:7]=[CH:6][C:5]([CH2:8][C:9](=[O:11])[CH3:10])=[CH:4][C:3]=1[S:12]([NH2:15])(=[O:14])=[O:13].C1C=C[NH+]=CC=1.[Br:22][Br-]Br>C1COCC1>[Br:22][CH:8]([C:5]1[CH:6]=[CH:7][C:2]([Cl:1])=[C:3]([S:12]([NH2:15])(=[O:14])=[O:13])[CH:4]=1)[C:9](=[O:11])[CH3:10] |f:1.2|. Reported procedure: A stirred solution of 2-chloro-5-(2-oxo-propyl)-benzenesulfonamide (33a) (1.4 g, 5.7 mmol) in dry THF (100 ml) at room temperature is treated with polymer supported pyridine hydrobromide perbromide (2.9 g, 5.7 mmol) and left to stir overnight. The reaction mixture is then filtered and the solvent removed in vacuo. The residue is purified by chromatography on silica eluting with 1:4 ethyl acetate-hexane to give the titled compound. Starting materials: O (water), C(C)(C)(C)C1NC2=CC=CC=C2C1 (2-t-Butylindoline), C(C)(=O)OC(C)=O (Acetic anhydride). The reagents and catalysts are CN(C1=CC=NC=C1)C (4-dimethylaminopyridine). Run in N1=CC=CC=C1 (pyridine). Conditions: time 2 hour. Yields the product C(C)(=O)N1C(CC2=CC=CC=C12)C(C)(C)C (1-acetyl-2-t-butylindoline), crystals. Isolated yield 88.0%. RXN SMILES: [C:1]([CH:5]1[CH2:13][C:12]2[C:7](=[CH:8][CH:9]=[CH:10][CH:11]=2)[NH:6]1)([CH3:4])([CH3:3])[CH3:2].[C:14](OC(=O)C)(=[O:16])[CH3:15].O>CN(C)C1C=CN=CC=1.N1C=CC=CC=1>[C:14]([N:6]1[C:7]2[C:12](=[CH:11][CH:10]=[CH:9][CH:8]=2)[CH2:13][CH:5]1[C:1]([CH3:4])([CH3:2])[CH3:3])(=[O:16])[CH3:15]. Procedure: 2-t-Butylindoline (20.3 g, 116 mmol) (can be made according to the procedures described in J. Chem Soc. Chem. Commum. 1974, 677-678) and 4-dimethylaminopyridine (10 mg) are dissolved in pyridine (100 ml). Acetic anhydride (11.5 ml, 122 mmol) is added and the solution stirred for 2 hours. The mixture is poured into water (1 L) and the solid filtered and dried in vacuo. The title compound is obtained as white crystals (22.2 g, 88%): mp 75° C. Reactants: N(=O)[O-].[Na+] (NaNO2), Cl[Sn]Cl.O (SnCl2.H2O), 5-(Furan-2-yl)-3-trifluoromethyl-1-(2-carboxyl-4-methoxyphenyl)-1H-pyrazole, COC=1C=C(C(=O)O)C(=CC1)N (3-Methoxy-6-aminobenzoic acid). The solvent is O (H2O), Cl (HCl), Cl (HCl). Conditions: time 1 hour. The product is COC=1C=C(C(=O)O)C(=CC1)NN (3-methoxy-6-hydrazinobenzoic acid). The yield is 284.0%. As a reaction SMILES: [CH3:1][O:2][C:3]1[CH:4]=[C:5]([C:9]([NH2:12])=[CH:10][CH:11]=1)[C:6]([OH:8])=[O:7].[N:13]([O-])=O.[Na+].Cl[Sn]Cl.O>Cl.O>[CH3:1][O:2][C:3]1[CH:4]=[C:5]([C:9]([NH:12][NH2:13])=[CH:10][CH:11]=1)[C:6]([OH:8])=[O:7] |f:1.2,3.4|. Procedure details: Part A: 5-(Furan-2-yl)-3-trifluoromethyl-1-(2-carboxyl-4-methoxyphenyl)-1H-pyrazole: 3-Methoxy-6-aminobenzoic acid (23 g, 138 mmol) in conc. HCl (300 mL) was cooled to 0° C. and NaNO2 (11.4 g, 165 imnol) in H2O (50 mL) was added dropwise while the temperature of the reaction was maintained below 10° C. The reaction was stirred at or below 10° C. for 1 h, then SnCl2.H2O (92.3 g, 413 mmol) in conc. HCl (125 mL) was added dropwise. The reaction was allowed to thaw to ambient temperature and stirred... Starting materials: C(C)OC([C@H](CC1=CC=C(C=C1)OC(C)(C)C(=O)O)OC)=O ((2S)-3-[4-(1-carboxy-1-methyl-ethoxy)-phenyl]-2-methoxy-propionic acid ethyl ester), ClC1=C(C=CC=C1)CCN (2-(2-chloro-phenyl)-ethylamine), C(C)O[C@H](C(=O)O)CC1=CC=C(C=C1)O[C@H](C)C(NCCC1=CC=C(C=C1)OC1=CC=CC=C1)=O ((2S,1R)-2-ethoxy-3-(4-{1-[2-(4-phenoxy-phenyl)-ethylcarbamoyl]-ethoxy}-phenyl)-propionic acid). Yields the product ClC1=C(C=CC=C1)CCNC(=O)C(C)(OC1=CC=C(C=C1)C[C@@H](C(=O)O)OC)C ((2S)-3-(4-{1-[2-(2-chloro-phenyl)-ethylcarbamoyl]-1-methyl-ethoxy}-phenyl)-2-methoxy-propionic acid). As a reaction SMILES: C([O:3][C:4](=[O:22])[C@@H:5]([O:20][CH3:21])[CH2:6][C:7]1[CH:12]=[CH:11][C:10]([O:13][C:14]([C:17]([OH:19])=O)([CH3:16])[CH3:15])=[CH:9][CH:8]=1)C.[Cl:23][C:24]1[CH:29]=[CH:28][CH:27]=[CH:26][C:25]=1[CH2:30][CH2:31][NH2:32].C(O[C@@H](CC1C=CC(O[C@@H](C(=O)NCCC2C=CC(OC3C=CC=CC=3)=CC=2)C)=CC=1)C(O)=O)C>>[Cl:23][C:24]1[CH:29]=[CH:28][CH:27]=[CH:26][C:25]=1[CH2:30][CH2:31][NH:32][C:17]([C:14]([CH3:15])([O:13][C:10]1[CH:9]=[CH:8][C:7]([CH2:6][C@H:5]([O:20][CH3:21])[C:4]([OH:3])=[O:22])=[CH:12][CH:11]=1)[CH3:16])=[O:19]. Procedure: The title compound was prepared from (2S)-3-[4-(1-carboxy-1-methyl-ethoxy)-phenyl]-2-methoxy-propionic acid ethyl ester (PREPARATION 5, step 2) and 2-(2-chloro-phenyl)-ethylamine via the same procedure used for the preparation of (2S,1R)-2-ethoxy-3-(4-{1-[2-(4-phenoxy-phenyl)-ethylcarbamoyl]-ethoxy}-phenyl)-propionic acid (Example 1, step 3) to produce a colorless oil. MS (ES) for C22H26ClNO5 [M−H]−: 420. Starting materials: COC=1C=C(C=CC1)C(C(=O)C1=CC=C(C=C1)OC)(CC)C1=CC=CC=C1 (m-methoxyphenyl-1-(p-methoxyphenyl)-2-phenyl-1-butanone), C1=CC=CC=C1 (benzene), [Cl-].[Al+3].[Cl-].[Cl-] (aluminum chloride), C1(=CC=CC=C1)O (phenol). Product: OC1=CC=C(C=C1)C(C(CCC1=CC(=CC=C1)OC)C1=CC=CC=C1)=O (1(p-hydroxyphenyl)-4-(m-methoxyphenyl)-2-phenyl-1-butanone). Reaction SMILES: COC1C=C([C:9]([C:22]2[CH:27]=[CH:26][CH:25]=[CH:24][CH:23]=2)([CH2:20][CH3:21])[C:10]([C:12]2[CH:17]=[CH:16][C:15]([O:18]C)=[CH:14][CH:13]=2)=[O:11])C=CC=1.[Cl-].[Al+3].[Cl-].[Cl-].[C:32]1([OH:38])[CH:37]=[CH:36][CH:35]=[CH:34][CH:33]=1.[CH:39]1C=CC=CC=1>>[OH:18][C:15]1[CH:14]=[CH:13][C:12]([C:10](=[O:11])[CH:9]([C:22]2[CH:23]=[CH:24][CH:25]=[CH:26][CH:27]=2)[CH2:20][CH2:21][C:34]2[CH:35]=[CH:36][CH:37]=[C:32]([O:38][CH3:39])[CH:33]=2)=[CH:17][CH:16]=1 |f:1.2.3.4|. Procedure details: A mixture of 11.65 g. of 4-(m-methoxyphenyl-1-(p-methoxyphenyl)-2-phenyl-1-butanone and 13.6 g. of aluminum chloride in 270 ml. of benzene was heated at reflux for 31/2 hours. The solution was allowed to cool and washed in turn with 2.5 N hydroxhloric acid, water and a saturated solution of sodium chloride. The organic layer was then extracted with 5 portions of 110 ml. each of N sodium hydroxide. Acidification of this last extract gave 11.04 g. of the crude phenol. A single recrystallization fr...